From a dataset of the Open Reaction Database (ORD), a public repository of structured organic reaction records. describe an organic reaction: reactants, conditions, products, and yield Reactants: CC(C)=O, Cl, O=[N+]([O-])c1ccc2c(C3=CCC4(CC3)OCCO4)c[nH]c2c1. The product is O=C1CC=C(c2c[nH]c3cc([N+](=O)[O-])ccc23)CC1. As a reaction SMILES: [CH3:24][C:25](=[O:26])[CH3:27].[ClH:23].[N+:1](=[O:2])([O-:3])[c:4]1[cH:5][cH:6][c:7]2[c:8]([C:13]3=[CH:14][CH2:15][C:16]4([O:17][CH2:20][CH2:19][O:18]4)[CH2:21][CH2:22]3)[cH:9][nH:10][c:11]2[cH:12]1>>[N+:1](=[O:2])([O-:3])[c:4]1[cH:5][cH:6][c:7]2[c:8]([C:13]3=[CH:14][CH2:15][C:16](=[O:17])[CH2:21][CH2:22]3)[cH:9][nH:10][c:11]2[cH:12]1. The reactants are CB(O)O (methylboronic acid), C(C)OC(=O)C=1C=NN(C1C)C1=NC=C(C=C1)Br (1-(5-bromopyridin-2-yl)-5-methyl-1H-pyrazole-4-carboxylic acid ethyl ester), ice water, [Cl-].[NH4+] (ammonium chloride), P(=O)([O-])([O-])[O-].[K+].[K+].[K+] (tripotassium phosphate). The reagents and catalysts are C(C)(C)(C)P([C-]1C=CC=C1)C(C)(C)C.[C-]1(C=CC=C1)P(C(C)(C)C)C(C)(C)C.[Fe+2] (1,1′-bis(di-tert-butylphosphino)ferrocene), C(C)(=O)[O-].[Pd+2].C(C)(=O)[O-] (palladium acetate). The solvent is O1CCOCC1 (1,4-dioxane), Example 24 ( 2 ). Yields the product C(C)OC(=O)C=1C=NN(C1C)C1=NC=C(C=C1)C (5-methyl-1-(5-methylpyridin-2-yl)-1H-pyrazole-4-carboxylic acid ethyl ester). Isolated yield 88.8%. RXN SMILES: [CH2:1]([O:3][C:4]([C:6]1[CH:7]=[N:8][N:9]([C:12]2[CH:17]=[CH:16][C:15](Br)=[CH:14][N:13]=2)[C:10]=1[CH3:11])=[O:5])[CH3:2].[CH3:19]B(O)O.P([O-])([O-])([O-])=O.[K+].[K+].[K+].[Cl-].[NH4+]>O1CCOCC1.C(P(C(C)(C)C)[C-]1C=CC=C1)(C)(C)C.[C-]1(P(C(C)(C)C)C(C)(C)C)C=CC=C1.[Fe+2].C([O-])(=O)C.[Pd+2].C([O-])(=O)C>[CH2:1]([O:3][C:4]([C:6]1[CH:7]=[N:8][N:9]([C:12]2[CH:17]=[CH:16][C:15]([CH3:19])=[CH:14][N:13]=2)[C:10]=1[CH3:11])=[O:5])[CH3:2] |f:2.3.4.5,6.7,9.10.11,12.13.14|. Procedure: A suspension of 1-(5-bromopyridin-2-yl)-5-methyl-1H-pyrazole-4-carboxylic acid ethyl ester (4 g) in Reference Example 24 (2), methylboronic acid (1.54 g), 1,1′-bis(di-tert-butylphosphino)ferrocene (306 mg), palladium acetate (145 mg) and tripotassium phosphate (11 g) in 1,4-dioxane (30 ml) was stirred under reflux. After completion of the reaction, the mixture was allowed to cool, ice water and a saturated aqueous solution of ammonium chloride were added thereto, and extracted with ethyl acetate... Yields the product CC(CCl)CC(C1=CC=CC=C1)C (2,4-dimethyl-4-phenylbutyl chloride). Conditions: time 8 hour. Procedure details: 219 g of 2,4-dimethyl-4-phenyl-butan-1-ol are added dropwise to 161 g of thionyl chloride, the mixture is stirred overnight at room temperature and then for 2 hours at 140° C., and the crude product is distilled to give 150 g of 2,4-dimethyl-4-phenylbutyl chloride of boiling point 84°-86° C./0.1 mm. RXN SMILES: [CH3:1][CH:2]([CH2:5][CH:6]([CH3:13])[C:7]1[CH:12]=[CH:11][CH:10]=[CH:9][CH:8]=1)[CH2:3]O.S(Cl)([Cl:16])=O>>[CH3:1][CH:2]([CH2:5][CH:6]([CH3:13])[C:7]1[CH:12]=[CH:11][CH:10]=[CH:9][CH:8]=1)[CH2:3][Cl:16]. The reactants are CC(CO)CC(C1=CC=CC=C1)C (2,4-dimethyl-4-phenyl-butan-1-ol), S(=O)(Cl)Cl (thionyl chloride). Yield: 62.1%. Reported procedure: This compound is prepared by method C using compound 12l and 2-bromoanisole Reactants: CON(C(=O)C=1N=CN(C1)C1=CC(=CC=C1)C=1C(=NC=CC1)Cl)C (1-[3-(2-Chloro-pyridin-3-yl)-phenyl]-1H-imidazole-4-carboxylic acid methoxy-methyl-amide), BrC1=C(C=CC=C1)OC (2-bromoanisole). Product: ClC1=NC=CC=C1C=1C=C(C=CC1)N1C=NC(=C1)C(=O)C1=C(C=CC=C1)OC ({1-[3-(2-Chloro-pyridin-3-yl)-phenyl]-1H-imidazol-4-yl}-(2-methoxy-phenyl)-methanone). As a reaction SMILES: CON(C)[C:4]([C:6]1[N:7]=[CH:8][N:9]([C:11]2[CH:16]=[CH:15][CH:14]=[C:13]([C:17]3[C:18]([Cl:23])=[N:19][CH:20]=[CH:21][CH:22]=3)[CH:12]=2)[CH:10]=1)=[O:5].Br[C:26]1[CH:31]=[CH:30][CH:29]=[CH:28][C:27]=1[O:32][CH3:33]>>[Cl:23][C:18]1[C:17]([C:13]2[CH:12]=[C:11]([N:9]3[CH:10]=[C:6]([C:4]([C:26]4[CH:31]=[CH:30][CH:29]=[CH:28][C:27]=4[O:32][CH3:33])=[O:5])[N:7]=[CH:8]3)[CH:16]=[CH:15][CH:14]=2)=[CH:22][CH:21]=[CH:20][N:19]=1.